This data is from the Open Reaction Database (ORD), a public repository of structured organic reaction records. The task is: describe an organic reaction: reactants, conditions, products, and yield The reactants are Cl (hydrochloric acid), BrCCCC1OC2=C(NC1=O)C=CC=C2 (2-(3-bromopropyl)-2H-1,4-benzoxazine-3(4H)-one), C(C1=CC=CC=C1)C1CCNCC1 (4-benzylpiperidine), NC1=C(C=CC=C1)O (2-aminophenol), BrC(C(=O)Br)CCCBr (2,5-dibromopentanoyl bromide). Run in C(C)N(CC)CC (triethylamine), C1(=CC=CC=C1)C (toluene). Product: C(C1=CC=CC=C1)C1CCN(CC1)CCCC1OC2=C(NC1=O)C=CC=C2 (2-[3-(4-benzylpiperidin-1-yl)-propyl]-2H-1,4-benzoxazine-3(4H)-one). RXN SMILES: Br[CH2:2][CH2:3][CH2:4][CH:5]1[C:10](=[O:11])[NH:9][C:8]2[CH:12]=[CH:13][CH:14]=[CH:15][C:7]=2[O:6]1.NC1C=CC=CC=1O.BrC(CCCBr)C(Br)=O.[CH2:33]([CH:40]1[CH2:45][CH2:44][NH:43][CH2:42][CH2:41]1)[C:34]1[CH:39]=[CH:38][CH:37]=[CH:36][CH:35]=1.Cl>C1(C)C=CC=CC=1.C(N(CC)CC)C>[CH2:33]([CH:40]1[CH2:45][CH2:44][N:43]([CH2:2][CH2:3][CH2:4][CH:5]2[C:10](=[O:11])[NH:9][C:8]3[CH:12]=[CH:13][CH:14]=[CH:15][C:7]=3[O:6]2)[CH2:42][CH2:41]1)[C:34]1[CH:39]=[CH:38][CH:37]=[CH:36][CH:35]=1. Procedure details: 5.6 g (=0.02 m) of 2-(3-bromopropyl)-2H-1,4-benzoxazine-3(4H)-one prepared analogously to Example 1B starting from 2-aminophenol and 2,5-dibromopentanoyl bromide, 3.86 g (=0.022 m) of 4-benzylpiperidine, and 4.05 g of triethylamine were successively introduced into 70 ml of toluene. The reaction mixture was heated at reflux for 7 hours with stirring. To work up the reaction mixture it was cooled, and 100 ml of aqueous 20% strength hydrochloric acid solution were added. An oily paste was formed w... Starting materials: C(C1=CC=CC=C1)O (benzyl alcohol), [H-].[Na+] (NaH), C1(CCC(=O)O1)=O (succinic anhydride). Solvent: C1CCOC1 (THF), O (H2O). The product is C(C1=CC=CC=C1)OC(CCC(=O)O)=O (Succinic Acid Monobenzyl Ester). Yield: 83.2%. RXN SMILES: [CH2:1]([OH:8])[C:2]1[CH:7]=[CH:6][CH:5]=[CH:4][CH:3]=1.[H-].[Na+].[C:11]1(=[O:17])[O:16][C:14](=[O:15])[CH2:13][CH2:12]1>C1COCC1.O>[CH2:1]([O:8][C:11](=[O:17])[CH2:12][CH2:13][C:14]([OH:16])=[O:15])[C:2]1[CH:7]=[CH:6][CH:5]=[CH:4][CH:3]=1 |f:1.2|. Procedure: A solution of benzyl alcohol (0.52 mL, 5 mmol) in THF (20 mL) was treated with NaH (60%, 0.2 g, 5 mmol) and succinic anhydride (0.502 g, 5 mmol) and refluxed for 4 h. After cooling to room temperature, the reaction mixture was diluted with H2O and extracted with EtOAc several times. The combined organic layer was washed H2O and brine, dried over MgSO4 and concentrated in vacuo. The residue was purified by flash column chromatography over silica gel using EtOAc:Hex (1:1) as eluant to give 20 as w... The reactants are NC(C(O)C1=CC=C(C=C1)C(F)(F)F)CC1=CC=C(C=C1)F ((1RS,2SR)-2-amino-3-(4-fluorophenyl)-1-(4-(trifluoromethyl)phenyl)-1-propanol), C1(=CC=CC2=CC=CC=C12)C(=O)Cl (1-naphthoyl chloride), C(O)([O-])=O.[Na+] (sodium hydrogen carbonate). The solvent is C(C)(=O)OCC (ethyl acetate), O (water). Run at time 2 hour. Product: FC1=CC=C(C=C1)CC(C(C1=CC=C(C=C1)C(F)(F)F)O)NC(=O)C1=CC=CC2=CC=CC=C12 (N-((1RS,2SR)-1-((4-fluorophenyl)methyl)-2-hydroxy-2-(4-(trifluoromethyl)phenyl)ethyl)-1-naphthalenecarboxamide). Isolated yield 91.2%. As a reaction SMILES: [NH2:1][CH:2]([CH2:15][C:16]1[CH:21]=[CH:20][C:19]([F:22])=[CH:18][CH:17]=1)[CH:3]([C:5]1[CH:10]=[CH:9][C:8]([C:11]([F:14])([F:13])[F:12])=[CH:7][CH:6]=1)[OH:4].[C:23]1([C:33](Cl)=[O:34])[C:32]2[C:27](=[CH:28][CH:29]=[CH:30][CH:31]=2)[CH:26]=[CH:25][CH:24]=1.C(=O)([O-])O.[Na+]>C(OCC)(=O)C.O>[F:22][C:19]1[CH:18]=[CH:17][C:16]([CH2:15][CH:2]([NH:1][C:33]([C:23]2[C:32]3[C:27](=[CH:28][CH:29]=[CH:30][CH:31]=3)[CH:26]=[CH:25][CH:24]=2)=[O:34])[CH:3]([OH:4])[C:5]2[CH:10]=[CH:9][C:8]([C:11]([F:12])([F:13])[F:14])=[CH:7][CH:6]=2)=[CH:21][CH:20]=1 |f:2.3|. Reported procedure: To a solution of (1RS,2SR)-2-amino-3-(4-fluorophenyl)-1-(4-(trifluoromethyl)phenyl)-1-propanol (450 mg, 1.44 mmol) in ethyl acetate (15 ml) were added 1-naphthoyl chloride (282 ml, 1.87 mmol) and saturated aqueous sodium hydrogen carbonate (15 ml), and the mixture was stirred at room temperature for 2 hrs. The reaction solution was diluted with water (100 ml) and extracted with ethyl acetate (100 ml×2). The extract was washed with saturated brine, dried over anhydrous magnesium sulfate and evapo... Starting materials: O=C([O-])O, NC1CN(S(=O)(=O)O)C1=O, [Na+], C1CCOC1, O, O=P(O)(O)O, O=C(Cl)Cc1ccccc1. Yields the product O=C(Cc1ccccc1)NC1CN(S(=O)(=O)[O-])C1=O, [Na+]. As a reaction SMILES: [C:21](=[O:22])([O-:23])[OH:24].[NH2:1][CH:2]1[C:3](=[O:10])[N:4]([S:6](=[O:7])(=[O:8])[OH:9])[CH2:5]1.[Na+:25].[O:32]1[CH2:33][CH2:34][CH2:35][CH2:36]1.[OH2:31].[P:26](=[O:27])([OH:28])([OH:29])[OH:30].[c:11]1([CH2:17][C:18](=[O:19])[Cl:20])[cH:12][cH:13][cH:14][cH:15][cH:16]1>>[NH:1]([CH:2]1[C:3](=[O:10])[N:4]([S:6](=[O:7])(=[O:8])[O-:9])[CH2:5]1)[C:18]([CH2:17][c:11]1[cH:12][cH:13][cH:14][cH:15][cH:16]1)=[O:19].[Na+:25]. The reactants are NC1=C(C=C(C#N)C=C1C)Cl (4-amino-3-chloro-5-methylbenzonitrile), C(C)(=O)OC(C)=O (acetic anhydride), C(C)(=O)[O-].[K+] (potassium acetate), N(=O)OCCC(C)C (isoamyl nitrite). Run in C(Cl)(Cl)Cl (CHCl3). Conditions: time 8 hour. The product is ClC=1C=C(C=C2C=NNC12)C#N (7-chloro-1H-indazole-5-carbonitrile). Reaction SMILES: [NH2:1][C:2]1[C:9]([CH3:10])=[CH:8][C:5]([C:6]#[N:7])=[CH:4][C:3]=1[Cl:11].C(OC(=O)C)(=O)C.C([O-])(=O)C.[K+].[N:24](OCCC(C)C)=O>C(Cl)(Cl)Cl>[Cl:11][C:3]1[CH:4]=[C:5]([C:6]#[N:7])[CH:8]=[C:9]2[C:2]=1[NH:1][N:24]=[CH:10]2 |f:2.3|. Procedure details: To a solution of 4-amino-3-chloro-5-methylbenzonitrile (3.00 g, 18.0 mmol) in CHCl3 (50 mL) was added acetic anhydride (3.9 mL, 41.4 mmol). The mixture was stirred at room temperature overnight and then heated at reflux for 5 hours. The reaction mixture was cooled to room temperature and potassium acetate (530 mg, 5.40 mmol) and isoamyl nitrite (5.28 mL, 39.6 mmol) were added. The mixture was heated at reflux for 3 days. The reaction mixture was washed with saturated aqueous NaHCO3, dried over N... Reaction conditions: temperature 80 celsius, time 18 hour. As a reaction SMILES: [CH3:1][O:2][C:3](=[O:13])[C:4]1[CH:9]=[C:8](Cl)[C:7]([O:11][CH3:12])=[N:6][CH:5]=1>O1CCOCC1.C([O-])([O-])=O.[K+].[K+].C1C=CC([P]([Pd]([P](C2C=CC=CC=2)(C2C=CC=CC=2)C2C=CC=CC=2)([P](C2C=CC=CC=2)(C2C=CC=CC=2)C2C=CC=CC=2)[P](C2C=CC=CC=2)(C2C=CC=CC=2)C2C=CC=CC=2)(C2C=CC=CC=2)C2C=CC=CC=2)=CC=1>[CH3:1][O:2][C:3](=[O:13])[C:4]1[CH:9]=[C:8]([CH:3]=[C:4]([CH3:9])[CH3:5])[C:7]([O:11][CH3:12])=[N:6][CH:5]=1 |f:2.3.4,^1:29,31,50,69|. The yield is 62.1%. Starting materials: COC(C1=CN=C(C(=C1)Cl)OC)=O (5-chloro-6-methoxy-nicotinic acid methyl ester). Reported procedure: To a solution of 5-chloro-6-methoxy-nicotinic acid methyl ester (880 mg, 4.37 mmol) and 2,4,6-tri-(2-methyl-propenyl)-cycloboroxane pyridine complex (1.42 g, 4.37 mmol, prepared in analogy to a procedure given by F. Kerins, D. F. O'Shea J. Org. Chem. 67 (2002) 4968-4971) in dioxane (10 mL) and 2 M aq. K2CO3 solution (5 mL), Pd(PPh3)4 (101 mg, 87 μmol) is added after the mixture has been degassed and put under N2. The mixture is stirred at 80° C. for 18 h before it is cooled to rt, diluted with E... Yields the product COC(C1=CN=C(C(=C1)C=C(C)C)OC)=O (6-methoxy-5-(2-methyl-propenyl)-nicotinic acid methyl ester). The solvent is O1CCOCC1 (dioxane), C(=O)([O-])[O-].[K+].[K+] (K2CO3). Reagents/catalysts: C=1C=CC(=CC1)[P](C=2C=CC=CC2)(C=3C=CC=CC3)[Pd]([P](C=4C=CC=CC4)(C=5C=CC=CC5)C=6C=CC=CC6)([P](C=7C=CC=CC7)(C=8C=CC=CC8)C=9C=CC=CC9)[P](C=1C=CC=CC1)(C=1C=CC=CC1)C=1C=CC=CC1 (Pd(PPh3)4).